Dataset: the Open Reaction Database (ORD), a public repository of structured organic reaction records. Task: describe an organic reaction: reactants, conditions, products, and yield Reactants: CCOC(=O)COc1ccc(C(C)=O)cc1NC(=O)c1ccc(OCCCCc2ccccc2)cc1, CO, [Na+], C1CCOC1, [OH-], O. The product is CC(=O)c1ccc(OCC(=O)O)c(NC(=O)c2ccc(OCCCCc3ccccc3)cc2)c1. RXN SMILES: [C:3]([CH3:4])(=[O:5])[c:6]1[cH:7][c:8]([NH:19][C:20]([c:21]2[cH:22][cH:23][c:24]([O:27][CH2:28][CH2:29][CH2:30][CH2:31][c:32]3[cH:33][cH:34][cH:35][cH:36][cH:37]3)[cH:25][cH:26]2)=[O:38])[c:9]([O:10][CH2:11][C:12](=[O:13])[O:14][CH2:15][CH3:16])[cH:17][cH:18]1.[CH3:39][OH:40].[Na+:2].[O:41]1[CH2:42][CH2:43][CH2:44][CH2:45]1.[OH-:1].[OH2:46]>>[C:3]([CH3:4])(=[O:5])[c:6]1[cH:7][c:8]([NH:19][C:20]([c:21]2[cH:22][cH:23][c:24]([O:27][CH2:28][CH2:29][CH2:30][CH2:31][c:32]3[cH:33][cH:34][cH:35][cH:36][cH:37]3)[cH:25][cH:26]2)=[O:38])[c:9]([O:10][CH2:11][C:12](=[O:13])[OH:14])[cH:17][cH:18]1. The reactants are CC(=O)Nc1c(Sc2ccc(F)cc2)ccc([N+](=O)[O-])c1Cl, [Cl-], [Na+], [Na+], O=C([O-])[O-], CN(C)C=O, O, O, O, O, O, O, O, [Zn]. The product is CC(=O)Nc1c(Sc2ccc(F)cc2)ccc(N)c1Cl. Reaction SMILES: [C:1]([CH3:2])(=[O:3])[NH:4][c:5]1[c:6]([Cl:22])[c:7]([N+:19]([O-:20])=[O:21])[cH:8][cH:9][c:10]1[S:11][c:12]1[cH:13][cH:14][c:15]([F:18])[cH:16][cH:17]1.[Cl-:29].[Na+:31].[Na+:32].[O-:33][C:34](=[O:35])[O-:36].[O:37]=[CH:38][N:39]([CH3:40])[CH3:41].[OH2:23].[OH2:24].[OH2:25].[OH2:26].[OH2:27].[OH2:28].[OH2:30].[Zn:42]>>[C:1]([CH3:2])(=[O:3])[NH:4][c:5]1[c:6]([Cl:22])[c:7]([NH2:19])[cH:8][cH:9][c:10]1[S:11][c:12]1[cH:13][cH:14][c:15]([F:18])[cH:16][cH:17]1.